Dataset: the Open Reaction Database (ORD), a public repository of structured organic reaction records. Task: describe an organic reaction: reactants, conditions, products, and yield Reactants: ClC1=C(C=CC(=C1)[N+](=O)[O-])CS(=O)C1=[N+](C=CC=C1)[O-] (2-[[(2-chloro-4-nitrophenyl)-methyl]sulfinyl]-pyridin-1-oxide), material, sulfoxide, C(C)(=O)OO (peracetic acid), C(C)(=O)OO (peracetic acid), sulfone. Run in C(C)(=O)O (acetic acid), C(C)(=O)O (acetic acid), C(C)(=O)O (acetic acid), C(C)(=O)O (acetic acid). Reaction conditions: temperature 70 celsius, time 8 hour. Product: ClC1=C(C=CC(=C1)[N+](=O)[O-])CS(=O)(=O)C1=[N+](C=CC=C1)[O-] (2-[[(2-chloro-4-nitrophenyl)methyl]sulfonyl]pyridine-N-oxide). RXN SMILES: [Cl:1][C:2]1[CH:7]=[C:6]([N+:8]([O-:10])=[O:9])[CH:5]=[CH:4][C:3]=1[CH2:11][S:12]([C:14]1[CH:19]=[CH:18][CH:17]=[CH:16][N+:15]=1[O-:20])=[O:13].C(OO)(=[O:23])C>C(O)(=O)C>[Cl:1][C:2]1[CH:7]=[C:6]([N+:8]([O-:10])=[O:9])[CH:5]=[CH:4][C:3]=1[CH2:11][S:12]([C:14]1[CH:19]=[CH:18][CH:17]=[CH:16][N+:15]=1[O-:20])(=[O:23])=[O:13]. Procedure: To a mixture consisting of 16.1 g (0.055 mole) of 2-[[(2-chloro-4-nitrophenyl)-methyl]sulfinyl]-pyridin-1-oxide and 60 ml of acetic acid was added, dropwise at room temperature over 0.5 hours, 13.5 g (1.3 mole) of peracetic acid in acetic acid (40%). The mixture was heated at 70° C. for six hours. The reaction was worked up in the usual fashion, but the product proved to be a mixture of the starting material and desired sulfone. The isolated material (10 g), estimated to contain about 16% sulfox...